This data is from the Open Reaction Database (ORD), a public repository of structured organic reaction records. The task is: describe an organic reaction: reactants, conditions, products, and yield The reactants are C(=O)(O)C12CC3(CC(CC(C1)C3)(C2)O)C(=O)O (1,3-dicarboxy-5-adamantanol), [I-].[Sm+3].[I-].[I-] (samarium iodide), C(C=C)(=O)OC(=C)C (isopropenyl acrylate), resultant mixture. Solvent: O1CCOCC1 (dioxane). Yields the product C(=O)(O)C12CC3(CC(CC(C1)C3)(C2)OC(C=C)=O)C(=O)O (1,3-dicarboxy-5-acryloyloxyadamantane). The yield is 82.0%. RXN SMILES: [C:1]([C:4]12[CH2:13][C:8]3([OH:14])[CH2:9][CH:10]([CH2:12][C:6]([C:15]([OH:17])=[O:16])([CH2:7]3)[CH2:5]1)[CH2:11]2)([OH:3])=[O:2].[I-].[Sm+3].[I-].[I-].[C:22](OC(C)=C)(=[O:25])[CH:23]=[CH2:24]>O1CCOCC1>[C:15]([C:6]12[CH2:7][C:8]3([O:14][C:22](=[O:25])[CH:23]=[CH2:24])[CH2:9][CH:10]([CH2:11][C:4]([C:1]([OH:3])=[O:2])([CH2:13]3)[CH2:5]1)[CH2:12]2)([OH:17])=[O:16] |f:1.2.3.4|. Reported procedure: To 2 mL of dioxane were added 1.00 mmol of 1,3-dicarboxy-5-adamantanol, 0.10 mmol of samarium iodide (SmI2), 2.20 mmol of isopropenyl acrylate, and the resultant mixture was stirred at a temperature of 50° C. for 4 hours. The analysis by gas chromatography showed the formation of a 1,3-dicarboxy-5-acryloyloxyadamantane (yield: 82%, white solid) in the reaction mixture.